From a dataset of the Open Reaction Database (ORD), a public repository of structured organic reaction records. describe an organic reaction: reactants, conditions, products, and yield The reactants are C1=CC=CC=C1 (benzene), C(C=C)(=O)OC (methyl acrylate), [C]=O (Carbon monoxide). Run at time 6 hour. RXN SMILES: [CH:1]1[CH:6]=[CH:5][CH:4]=[CH:3][CH:2]=1.[C:7]([O:11][CH3:12])(=[O:10])[CH:8]=[CH2:9].[C]=O>C(OCC)(=O)C>[C:7]([O:11][CH3:12])(=[O:10])[CH:8]=[CH:9][C:1]1[CH:6]=[CH:5][CH:4]=[CH:3][CH:2]=1 |^3:12|. Yields the product C(C=CC1=CC=CC=C1)(=O)OC (methyl cinnamate). Run in C(C)(=O)OCC (ethyl acetate). Procedure details: Charged in an autoclave having an inner capacity of 200 ml, were 16.32 g (209 millimoles) of benzene, 1.745 g (20.26 millimoles) of methyl acrylate and 19.4 mg (0.026 millimole) of Rh4 (CO)12, followed by supply of 60 ml of ethyl acetate. Carbon monoxide under 30 kg/cm2 was introduced into the autoclave and reaction was carried out at 220° C. for 6 hours to obtain 0.197 g (1.22 millimoles) of methyl cinnamate. The yield of methyl cinnamate was 6% based on methyl acrylate and 1170% based on the R... Yield: 6.0%. Starting materials: C(#N)[BH3-].[Na+] (sodium cyanoborohydride), NCC1CCN(CC1)C(=O)OC(C)(C)C (4-aminomethyl-1-(tert-butoxycarbonyl)piperidine), COC1=CC=C(C=C1)CC(C)=O (1-(4-methoxyphenyl)propan-2-one). Solvent: CO (methanol). Product: COC1=CC=C(C=C1)CC(C)NCC1CCN(CC1)C(=O)OC(C)(C)C (N-[2-(4-methoxyphenyl)-1-methylethyl]-[1-(tert-butoxycarbonyl)piperidin-4-ylmethyl]amine). The yield is 82.5%. As a reaction SMILES: C([BH3-])#N.[Na+].[NH2:5][CH2:6][CH:7]1[CH2:12][CH2:11][N:10]([C:13]([O:15][C:16]([CH3:19])([CH3:18])[CH3:17])=[O:14])[CH2:9][CH2:8]1.[CH3:20][O:21][C:22]1[CH:27]=[CH:26][C:25]([CH2:28][C:29](=O)[CH3:30])=[CH:24][CH:23]=1>CO>[CH3:20][O:21][C:22]1[CH:27]=[CH:26][C:25]([CH2:28][CH:29]([NH:5][CH2:6][CH:7]2[CH2:12][CH2:11][N:10]([C:13]([O:15][C:16]([CH3:19])([CH3:18])[CH3:17])=[O:14])[CH2:9][CH2:8]2)[CH3:30])=[CH:24][CH:23]=1 |f:0.1|. Procedure details: A solution of sodium cyanoborohydride (1.07 grams, 17 mmole), 4-aminomethyl-1-(tert-butoxycarbonyl)piperidine (3.0 grams, 14.3 mole) and 1-(4-methoxyphenyl)propan-2-one (2.35 grams, 14.31 mmole) in methanol (50 ml) was stirred at 22° C. for 17 hours. The mixture was concentrated under reduced pressure and the residue was partitioned between ethyl acetate and water. The dried (anhydrous magnesium sulfate) organic phase was concentrated under reduced pressure to leave N-[2-(4-methoxyphenyl)-1-meth...